From a dataset of the Open Reaction Database (ORD), a public repository of structured organic reaction records. describe an organic reaction: reactants, conditions, products, and yield Reactants: CCOCC, Cc1ccc(CCCC(C)(C)O)cc1, O=S(=O)(O)O. The product is Cc1ccc2c(c1)C(C)(C)CCC2. As a reaction SMILES: [CH2:20]([O:21][CH2:22][CH3:23])[CH3:24].[CH3:1][C:2]([CH3:3])([CH2:4][CH2:5][CH2:6][c:7]1[cH:8][cH:9][c:10]([CH3:13])[cH:11][cH:12]1)[OH:14].[S:15](=[O:16])(=[O:17])([OH:18])[OH:19]>>[CH3:1][C:2]1([CH3:3])[CH2:4][CH2:5][CH2:6][c:7]2[cH:8][cH:9][c:10]([CH3:13])[cH:11][c:12]21. Starting materials: BrC1=CC(=C(C=O)C=C1F)F (4-bromo-2,5-difluorobenzaldehyde), Cl.ON (hydroxyl amine hydrochloride). Run in N1=CC=CC=C1 (pyridine), C(C)O (ethanol), [Cl-].[NH4+] (ammonium chloride). Yields the product BrC1=CC(=C(/C=N/O)C=C1F)F ((E)-4-bromo-2,5-difluorobenzaldehyde oxime). Yield: 53.5%. RXN SMILES: [Br:1][C:2]1[C:9]([F:10])=[CH:8][C:5]([CH:6]=O)=[C:4]([F:11])[CH:3]=1.Cl.[OH:13][NH2:14]>N1C=CC=CC=1.C(O)C.[Cl-].[NH4+]>[Br:1][C:2]1[C:9]([F:10])=[CH:8][C:5](/[CH:6]=[N:14]/[OH:13])=[C:4]([F:11])[CH:3]=1 |f:1.2,5.6|. Reported procedure: A solution of 4-bromo-2,5-difluorobenzaldehyde (7.0 g, 31.67 mmol), hydroxyl amine hydrochloride (2.42 g, 34.84 mmol) in pyridine (35 mL) and ethanol (35 mL) was stirred at room temperature for 30 min. The reaction mixture was diluted with saturated ammonium chloride solution and extracted with ethyl acetate. The organic phase was washed with saturated brine solution, dried (Na2SO4), filtered, and concentrated under reduced pressure. The crude product was purified by flash chromatography (SiO2, ... The reactants are OC1=C(C=C(C=C1)/C=C/CN1CCC(CC1)C1=CC=C(C=C1)OC1=CC=CC=C1)OC ((E)-1-[3-(4-hydroxy-3-methoxyphenyl)-2-propenyl]-4-(4-phenoxyphenyl)piperidine), BrCCCC1=CC=CC=C1 (1-bromo-3-phenylpropane). Product: O(C1=CC=CC=C1)C1=CC=C(C=C1)C1CCN(CC1)CCCC1=CC=CC=C1 (4-(4-phenoxyphenyl)-1-(3-phenylpropyl)piperidine). As a reaction SMILES: O[C:2]1[CH:7]=[CH:6][C:5](/[CH:8]=[CH:9]/[CH2:10][N:11]2[CH2:16][CH2:15][CH:14]([C:17]3[CH:22]=[CH:21][C:20]([O:23][C:24]4[CH:29]=[CH:28][CH:27]=[CH:26][CH:25]=4)=[CH:19][CH:18]=3)[CH2:13][CH2:12]2)=[CH:4][C:3]=1OC.BrCCCC1C=CC=CC=1>>[O:23]([C:20]1[CH:21]=[CH:22][C:17]([CH:14]2[CH2:13][CH2:12][N:11]([CH2:10][CH2:9][CH2:8][C:5]3[CH:4]=[CH:3][CH:2]=[CH:7][CH:6]=3)[CH2:16][CH2:15]2)=[CH:18][CH:19]=1)[C:24]1[CH:25]=[CH:26][CH:27]=[CH:28][CH:29]=1. Procedure: The same procedure was followed as in Example 11 using the compound (9) synthesized in Example 2 and 1-bromo-3-phenylpropane to produce the above. Reactants: O=C1CCc2ccccc21, NC(=O)c1ccccc1. Yields the product O=C1OC2(CCc3ccccc32)c2ccccc21. RXN SMILES: [C:1]1(=[O:10])[CH2:2][CH2:3][c:4]2[cH:5][cH:6][cH:7][cH:8][c:9]21.[NH2:11][C:12](=[O:13])[c:14]1[cH:15][cH:16][cH:17][cH:18][cH:19]1>>[C:1]12([CH2:2][CH2:3][c:4]3[cH:5][cH:6][cH:7][cH:8][c:9]31)[O:10][C:12](=[O:13])[c:14]1[cH:15][cH:16][cH:17][cH:18][c:19]12. Starting materials: C([O-])([O-])=O.[Cs+].[Cs+] (caesium carbonate), ClC1=NC(=C2NC=NC2=N1)NC1=CC(=CC=C1)Cl (2-chloro-6-(3-chloro-phenyl-amino)-purine), C(C)(C)I (isopropyl iodide). Run in CN(C)C=O.O (DMF water), O1CCOCC1 (dioxane), C(C)(=O)OCC (ethyl acetate). Reaction conditions: time 18 hour. The product is ClC1=NC(=C2N=CN(C2=N1)C(C)C)NC1=CC(=CC=C1)Cl (2-Chloro-6-(3-chloro-phenyl-amino)-9-isopropyl-9H-purine). As a reaction SMILES: [Cl:1][C:2]1[N:10]=[C:9]2[C:5]([NH:6][CH:7]=[N:8]2)=[C:4]([NH:11][C:12]2[CH:17]=[CH:16][CH:15]=[C:14]([Cl:18])[CH:13]=2)[N:3]=1.C(=O)([O-])[O-].[Cs+].[Cs+].[CH:25](I)([CH3:27])[CH3:26]>CN(C=O)C.O.O1CCOCC1.C(OCC)(=O)C>[Cl:1][C:2]1[N:10]=[C:9]2[C:5]([N:6]=[CH:7][N:8]2[CH:25]([CH3:27])[CH3:26])=[C:4]([NH:11][C:12]2[CH:17]=[CH:16][CH:15]=[C:14]([Cl:18])[CH:13]=2)[N:3]=1 |f:1.2.3,5.6|. Procedure details: 500 mg (1.78 mmol) of 2-chloro-6-(3-chloro-phenyl-amino)-purine are dissolved in a mixture of 29.5 ml of DMF/water (85/15) and 5 ml of dioxane by means of gentle heating. 870 mg (2.67 mmol) of caesium carbonate, followed by 1.78 ml (17.8 mmol) of isopropyl iodide are added at room temperature. The reaction mixture is stirred at room temperature for 18 hours. To bring the reaction to completion, the reaction mixture is stirred at 45° C. for a further 24 hours. When the reaction has ended, the rea... The reactants are CC1(CCC(C2=C(C=C(C=C12)C#C[Si](C)(C)C)OC(C)C)=O)C (4,4-dimethyl-8-(2-propoxy)-6-trimethylsilanylethynyl-3,4-dihydro-2H-naphthalen-1-one), CC1(CCC(C2=C(C=C(C=C12)C#C[Si](C)(C)C)OC(C)C)=O)C (4,4-dimethyl-8-(2-propoxy)-6-trimethylsilanylethynyl-3,4-dihydro-2H-naphthalen-1-one), C([O-])([O-])=O.[K+].[K+] (potassium carbonate). The solvent is CO (methanol). Run at time 8 hour. The product is CC1(CCC(C2=C(C=C(C=C12)C#C)OC(C)C)=O)C (4,4-Dimethyl-6-ethynyl-8-(2-propoxy)-3,4-dihydro-2H-naphthalen-1-one). Yield: 98.1%. As a reaction SMILES: [CH3:1][C:2]1([CH3:23])[C:11]2[C:6](=[C:7]([O:18][CH:19]([CH3:21])[CH3:20])[CH:8]=[C:9]([C:12]#[C:13][Si](C)(C)C)[CH:10]=2)[C:5](=[O:22])[CH2:4][CH2:3]1.C(=O)([O-])[O-].[K+].[K+]>CO>[CH3:23][C:2]1([CH3:1])[C:11]2[C:6](=[C:7]([O:18][CH:19]([CH3:20])[CH3:21])[CH:8]=[C:9]([C:12]#[CH:13])[CH:10]=2)[C:5](=[O:22])[CH2:4][CH2:3]1 |f:1.2.3|. Reported procedure: A solution 4,4-dimethyl-8-(2-propoxy)-6-trimethylsilanylethynyl-3,4-dihydro-2H-naphthalen-1-one (Intermediate 126, 0.055 g, 0.167 mmol) in methanol (5 mL) was treated with potassium carbonate (0.03 g, 0.22 mmol) and the resulting reaction mixture was stirred at ambient temperature overnight. The solvent was evaporated in vacuo, the residue was diluted with water and extracted with ethyl acetate. The organic phase was washed with brine, dried over anhydrous magnesium sulfate, filtered and evapora...